From a dataset of the Open Reaction Database (ORD), a public repository of structured organic reaction records. describe an organic reaction: reactants, conditions, products, and yield Starting materials: FC1=C(C(C(=O)F)=C(C(=C1F)F)F)C(=O)F (3,4,5,6-tetrafluorophthaloyldifluoride), mixture, C(C)(=O)O (acetic acid). The product is FC=1C(=C(C(=C2C1C(=O)OC2=O)F)F)F (tetrafluorophthalic anhydride). The yield is 73.5%. RXN SMILES: [F:1][C:2]1[C:10]([F:11])=[C:9]([F:12])[C:8]([F:13])=[C:4]([C:5](F)=[O:6])[C:3]=1[C:14](F)=[O:15].C(O)(=[O:19])C>>[F:1][C:2]1[C:10]([F:11])=[C:9]([F:12])[C:8]([F:13])=[C:4]2[C:5](=[O:19])[O:6][C:14](=[O:15])[C:3]=12. Procedure: Into a 300 ml glass reactor equipped with a reflux condenser and a stirrer, 100 g (0.413 mol) of the 3,4,5,6-tetrafluorophthaloyldifluoride separated by distillation from the mixture of Example 2, and 100 ml of acetic acid were charged, and the mixture was reacted at 130° C. for 1.5 hours with vigorous stirring. Then, the inorganic substance was removed by filtration, and the residue was separated by distillation to obtain 66.8 g of tetrafluorophthalic anhydride. The yield was 73.5%.